This data is from the Open Reaction Database (ORD), a public repository of structured organic reaction records. The task is: describe an organic reaction: reactants, conditions, products, and yield Starting materials: C(C)OC(=O)C=1N(C=C(C1C)C(=O)OCC)N (1-amino-3-methyl-1H-pyrrole-2,4-dicarboxylic acid diethyl ester), 1,1-diethoxypropionitrile, S(=O)(=O)(C1=CC=C(C)C=C1)O.O (TsOH-H2O), C1CCC2=NCCCN2CC1 (DBU), [NH4+].[Cl-] (NH4Cl). The product is C(C)OC(=O)C=1C(=C2N(NC=C(C2=O)C#N)C1)C (3-Cyano-1,4-dihydro-5-methyl-4-oxopyrrolo[1,2-b]pyridazine-6-carboxylic acid ethyl ester). Conditions: temperature 25 celsius. The yield is 40.0%. RXN SMILES: C(O[C:4]([C:6]1[N:7]([NH2:17])[CH:8]=[C:9]([C:12]([O:14][CH2:15][CH3:16])=[O:13])[C:10]=1[CH3:11])=[O:5])C.S(O)(C1C=CC(C)=CC=1)(=O)=O.O.C1CCN2[C:33](=[N:34]CCC2)[CH2:32][CH2:31]1.[NH4+].[Cl-]>C1(C)C=CC=CC=1>[CH2:15]([O:14][C:12]([C:9]1[C:10]([CH3:11])=[C:6]2[C:4](=[O:5])[C:32]([C:33]#[N:34])=[CH:31][NH:17][N:7]2[CH:8]=1)=[O:13])[CH3:16] |f:1.2,4.5|. Procedure: To a solution of 1-amino-3-methyl-1H-pyrrole-2,4-dicarboxylic acid diethyl ester (1.08 g, 4.50 mmol) in toluene (15 mL) were added 1,1-diethoxypropionitrile (2.02 mL, 1.93 g, 13.5 mmol) and TsOH-H2O (171 mg, 0.90 mmol). The reaction mixture was heated at reflux for 12 h and then cooled to 25° C. DBU (0.18 mL, 0.822 g, 5.40 mmol) was added and the resulting dark brown mixture was heated at 80° C. for 1 h and then coded to room temperature. The reaction mixture was poured onto dichloromethane (50 ... The solvent is C1(=CC=CC=C1)C (toluene).